From a dataset of the Open Reaction Database (ORD), a public repository of structured organic reaction records. describe an organic reaction: reactants, conditions, products, and yield Starting materials: C(CCCC)(=O)OC1=C(C=C(C=C1)[N+](=O)[O-])CC(=O)C1=CC=C(C=C1)OC (2-(2-pentanoyloxy-5-nitrophenyl)-1-(4-methoxyphenyl)-ethanone), Cl (HCl), C(CCC)N(CCCC)CCCC (tri-n-butylamine), C(CCC)N(CCCC)CCCC (tri-n-butylamine). Solvent: C=1(C(=CC=CC1)C)C (xylene), C=1(C(=CC=CC1)C)C (xylene). Run at time 8 hour. Product: C(CCC)C=1OC2=C(C1C(C1=CC=C(C=C1)O)=O)C=C(C=C2)[N+](=O)[O-] (2-n-butyl-3-(4-hydroxybenzoyl)-5-nitrobenzofuran). Reaction SMILES: C(N(CCCC)CCCC)CCC.[C:14]([O:20][C:21]1[CH:26]=[CH:25][C:24]([N+:27]([O-:29])=[O:28])=[CH:23][C:22]=1[CH2:30][C:31]([C:33]1[CH:38]=[CH:37][C:36]([O:39]C)=[CH:35][CH:34]=1)=[O:32])(=O)[CH2:15][CH2:16][CH2:17][CH3:18].Cl>C1(C)C(C)=CC=CC=1>[CH2:15]([C:14]1[O:20][C:21]2[CH:26]=[CH:25][C:24]([N+:27]([O-:29])=[O:28])=[CH:23][C:22]=2[C:30]=1[C:31](=[O:32])[C:33]1[CH:38]=[CH:37][C:36]([OH:39])=[CH:35][CH:34]=1)[CH2:16][CH2:17][CH3:18]. Procedure details: 50 ml of dry xylene, 2.1 ml (8.9 mmol) of tri-n-butylamine and 10 g of the recovered molecular sieve from example 3 were heated under reflux using a Dean-Stark condenser. Then 2.20 g (5.92 mmol) of 2-(2-pentanoyloxy-5-nitrophenyl)-1-(4-methoxyphenyl)-ethanone (example 2) dissolved in 5 ml of dry xylene were added to the reaction mixture. After 8 h LC-MS analysis indicated the complete consumption of the starting material. The reaction mixture was cooled to room temperature and the molecular siev... The reactants are COc1ccc(-c2c(-c3ccccc3F)oc3ncnc(OC(C)CN(C)CCCC(=O)OC(C)(C)C)c23)cc1, Cl, C1COCCO1. Reaction SMILES: [C:1]([CH3:2])([CH3:3])([CH3:4])[O:5][C:6]([CH2:7][CH2:8][CH2:9][N:10]([CH3:11])[CH2:12][CH:13]([CH3:14])[O:15][c:16]1[c:17]2[c:18]([n:19][cH:20][n:21]1)[o:22][c:23](-[c:33]1[c:34]([F:39])[cH:35][cH:36][cH:37][cH:38]1)[c:24]2-[c:25]1[cH:26][cH:27][c:28]([O:31][CH3:32])[cH:29][cH:30]1)=[O:40].[ClH:41].[O:42]1[CH2:43][CH2:44][O:45][CH2:46][CH2:47]1>>[O:5]=[C:6]([CH2:7][CH2:8][CH2:9][N:10]([CH3:11])[CH2:12][CH:13]([CH3:14])[O:15][c:16]1[c:17]2[c:18]([n:19][cH:20][n:21]1)[o:22][c:23](-[c:33]1[c:34]([F:39])[cH:35][cH:36][cH:37][cH:38]1)[c:24]2-[c:25]1[cH:26][cH:27][c:28]([O:31][CH3:32])[cH:29][cH:30]1)[OH:40]. Product: COc1ccc(-c2c(-c3ccccc3F)oc3ncnc(OC(C)CN(C)CCCC(=O)O)c23)cc1. Reactants: CC(C)(C)NS(=O)(=O)c1ccc2cc[nH]c2c1, C[O-], CO, [Na+], O=C1CCCCC1. The product is CC(C)(C)NS(=O)(=O)c1ccc2c(C3=CCCCC3)c[nH]c2c1. As a reaction SMILES: [C:1]([CH3:2])([CH3:3])([CH3:4])[NH:5][S:6](=[O:7])(=[O:8])[c:9]1[cH:10][cH:11][c:12]2[cH:13][cH:14][nH:15][c:16]2[cH:17]1.[CH3:25][O-:26].[CH3:28][OH:29].[Na+:27].[O:18]=[C:19]1[CH2:20][CH2:21][CH2:22][CH2:23][CH2:24]1>>[C:1]([CH3:2])([CH3:3])([CH3:4])[NH:5][S:6](=[O:7])(=[O:8])[c:9]1[cH:10][cH:11][c:12]2[c:13]([C:19]3=[CH:20][CH2:21][CH2:22][CH2:23][CH2:24]3)[cH:14][nH:15][c:16]2[cH:17]1. Starting materials: CC(=O)N1CCNCC1, CC(c1cc2cnn(C)c2cc1F)c1cnc2ccc(Cl)nn12. Yields the product CC(=O)N1CCN(c2ccc3ncc(C(C)c4cc5cnn(C)c5cc4F)n3n2)CC1. Reaction SMILES: [C:24]([CH3:25])(=[O:26])[N:27]1[CH2:28][CH2:29][NH:30][CH2:31][CH2:32]1.[Cl:1][c:2]1[cH:3][cH:4][c:5]2[n:6]([n:7]1)[c:8]([CH:11]([CH3:12])[c:13]1[cH:14][c:15]3[cH:16][n:17][n:18]([CH3:23])[c:19]3[cH:20][c:21]1[F:22])[cH:9][n:10]2>>[c:2]1([N:30]2[CH2:29][CH2:28][N:27]([C:24]([CH3:25])=[O:26])[CH2:32][CH2:31]2)[cH:3][cH:4][c:5]2[n:6]([n:7]1)[c:8]([CH:11]([CH3:12])[c:13]1[cH:14][c:15]3[cH:16][n:17][n:18]([CH3:23])[c:19]3[cH:20][c:21]1[F:22])[cH:9][n:10]2.